This data is from the Open Reaction Database (ORD), a public repository of structured organic reaction records. The task is: describe an organic reaction: reactants, conditions, products, and yield Starting materials: C1=CN=CC2=C1C(=O)NC2=O (3,4-pyridinedicarboximide), [H-].[Na+] (sodium hydride), CI (methyl iodide), C(C)(=O)OCC (Ethyl acetate). The solvent is CN(C=O)C (N,N-dimethylformamide). Conditions: time 30 minute. Product: CN1C(C=2C=NC=CC2C1=O)=O (2-Methyl-pyrrolo[3,4-c]pyridine-1,3-dione), 11-A. Yield: 46.0%. As a reaction SMILES: [CH:1]1[C:6]2[C:7]([NH:9][C:10](=[O:11])[C:5]=2[CH:4]=[N:3][CH:2]=1)=[O:8].[H-].[Na+].CI.[C:16](OCC)(=O)C>CN(C)C=O>[CH3:16][N:9]1[C:7](=[O:8])[C:6]2[CH:1]=[CH:2][N:3]=[CH:4][C:5]=2[C:10]1=[O:11] |f:1.2|. Reported procedure: To a stirred solution of 3,4-pyridinedicarboximide (10.0 g, 67.5 mmol) in N,N-dimethylformamide was added sodium hydride (1.55 g, 60% dispersion in mineral oil, 67.5 mmol) at room temperature. The mixture was stirred for about 30 minutes, then methyl iodide (9.58 g, 9 67.5 mmol) was added, and the reaction was stirred overnight. Ethyl acetate was added to the reaction mixture, and the mixture was extracted once with water, twice with brine. The organic layer was dried over anhydrous magnesium su...